Dataset: the Open Reaction Database (ORD), a public repository of structured organic reaction records. Task: describe an organic reaction: reactants, conditions, products, and yield Starting materials: COCCOc1cc(N(C)S(=O)(=O)c2ccccn2)c2[nH]c(C3=NCC(CC(=O)O)S3)cc2c1, CCN=C=NCCCN(C)C, CNCCO, CN(C)C=O, Cl, O, On1nnc2ccccc21. As a reaction SMILES: [CH3:1][O:2][CH2:3][CH2:4][O:5][c:6]1[cH:7][c:8]2[cH:9][c:10]([C:26]3=[N:30][CH2:29][CH:28]([CH2:31][C:32](=[O:33])[OH:34])[S:27]3)[nH:11][c:12]2[c:13]([N:15]([S:16](=[O:17])(=[O:18])[c:19]2[n:20][cH:21][cH:22][cH:23][cH:24]2)[CH3:25])[cH:14]1.[CH3:46][N:47]([CH3:48])[CH2:49][CH2:50][CH2:51][N:52]=[C:53]=[N:54][CH2:55][CH3:56].[CH3:57][NH:58][CH2:59][CH2:60][OH:61].[CH3:63][N:64]([CH3:65])[CH:66]=[O:67].[ClH:45].[OH2:62].[n:35]1([OH:36])[c:37]2[cH:38][cH:39][cH:40][cH:41][c:42]2[n:43][n:44]1>>[CH3:1][O:2][CH2:3][CH2:4][O:5][c:6]1[cH:7][c:8]2[cH:9][c:10]([C:26]3=[N:30][CH2:29][CH:28]([CH2:31][C:32](=[O:33])[N:58]([CH3:57])[CH2:59][CH2:60][OH:61])[S:27]3)[nH:11][c:12]2[c:13]([N:15]([S:16](=[O:17])(=[O:18])[c:19]2[n:20][cH:21][cH:22][cH:23][cH:24]2)[CH3:25])[cH:14]1. Product: COCCOc1cc(N(C)S(=O)(=O)c2ccccn2)c2[nH]c(C3=NCC(CC(=O)N(C)CCO)S3)cc2c1. Starting materials: CC(=O)O, COC(=O)c1ccc(C2CCC3(CC2)OCCO3)cc1C, O. Product: COC(=O)c1ccc(C2CCC(=O)CC2)cc1C. Reaction SMILES: [CH3:22][C:23](=[O:24])[OH:25].[O:1]1[CH2:3][CH2:2][O:4][C:5]12[CH2:6][CH2:7][CH:8]([c:11]1[cH:12][c:13]([CH3:21])[c:14]([C:15](=[O:16])[O:17][CH3:18])[cH:19][cH:20]1)[CH2:9][CH2:10]2.[OH2:26]>>[O:4]=[C:5]1[CH2:6][CH2:7][CH:8]([c:11]2[cH:12][c:13]([CH3:21])[c:14]([C:15](=[O:16])[O:17][CH3:18])[cH:19][cH:20]2)[CH2:9][CH2:10]1. Yields the product 200, ClC1=C(C(=CC(=C1)[N+](=O)[O-])Cl)O (2,6-dichloro-4-nitrophenol). As a reaction SMILES: [CH:1]1[C:6]([N+:7]([O-:9])=[O:8])=[CH:5][CH:4]=[C:3]([OH:10])[CH:2]=1.[ClH:11].[Cl:12]Cl.[N+](C1C=CC=CC=1O)([O-])=O>O>[Cl:11][C:4]1[CH:5]=[C:6]([N+:7]([O-:9])=[O:8])[CH:1]=[C:2]([Cl:12])[C:3]=1[OH:10]. Run in O (water). Reactants: C1=CC(=CC=C1[N+](=O)[O-])O (p-nitrophenol), ClCl (chlorine), ClCl (chlorine), [N+](=O)([O-])C1=C(C=CC=C1)O (nitrophenol), ClCl (chlorine), C1=CC(=CC=C1[N+](=O)[O-])O (p-nitrophenol), Cl (hydrochloric acid), Cl (hydrochloric acid). Isolated yield 96.0%. Reaction conditions: time 260 minute. Procedure: 139 parts of p-nitrophenol are suspended in 292 parts of water and the suspension is ground. A reactor is then charged with 1250 parts of 20 % hydrochloric acid which has been used as reaction medium for a previous batch and recycled to the reactor after isolation of the product. Then 156 parts of chlorine and the suspension of p-nitrophenol are added simultaneously at 25° C. to the hydrochloric acid. The suspension of nitrophenol is added over 240 minutes, whereas the simultaneous addition of c... The reactants are O=C(Cl)C(Cl)(Cl)Cl, Nc1nc(C(Cl)(Cl)Cl)ns1, Cc1ccccc1C. Yields the product O=C(Nc1nc(C(Cl)(Cl)Cl)ns1)C(Cl)(Cl)Cl. Reaction SMILES: [Cl:11][C:12]([C:13](=[O:14])[Cl:15])([Cl:16])[Cl:17].[NH2:1][c:2]1[n:3][c:4]([C:7]([Cl:8])([Cl:9])[Cl:10])[n:5][s:6]1.[c:18]1([CH3:19])[c:20]([CH3:21])[cH:22][cH:23][cH:24][cH:25]1>>[NH:1]([c:2]1[n:3][c:4]([C:7]([Cl:8])([Cl:9])[Cl:10])[n:5][s:6]1)[C:13]([C:12]([Cl:11])([Cl:16])[Cl:17])=[O:14].